The task is: describe an organic reaction: reactants, conditions, products, and yield. This data is from the Open Reaction Database (ORD), a public repository of structured organic reaction records. Reactants: CN(C([C@H](CC1=CC=NC=C1)NC(OCC1C2=CC=CC=C2C=2C=CC=CC12)=O)=O)C (9H-fluorene-9-ylmethyl [(1S)-2-(dimethylamino)-2-oxo-1-(4-pyridinylmethyl)ethyl]carbamate), CO (MeOH), CNC.CO (dimethylamine MeOH). Run in C1CCOC1 (THF). Reaction conditions: time 24 hour. Yields the product N[C@H](C(=O)N(C)C)CC1=CC=NC=C1 ((2S)-2-amino-N,N-dimethyl-3-(4-pyridinyl) propanamide). Yield: 78.8%. As a reaction SMILES: [CH3:1][N:2]([CH3:31])[C:3](=[O:30])[C@@H:4]([NH:12]C(=O)OCC1C2C=CC=CC=2C2C1=CC=CC=2)[CH2:5][C:6]1[CH:11]=[CH:10][N:9]=[CH:8][CH:7]=1.CO.CNC.CO>C1COCC1>[NH2:12][C@@H:4]([CH2:5][C:6]1[CH:7]=[CH:8][N:9]=[CH:10][CH:11]=1)[C:3]([N:2]([CH3:31])[CH3:1])=[O:30] |f:2.3|. Procedure details: To a solution of 1.61 g of the compound obtained in Step 83-1 in a mixed solution of MeOH and THF (25 ml 4:1; v/v) was added a solution of 2 mol/L dimethylamine MeOH (5.8 ml) and the reaction mixture was stirred at room temperature for 24 hours. The reaction solution was concentrated under vacuum, and the obtained residue was purified by column chromatography (silicagel 60; mobile phase: CHCl3/MeOH=9/1 to 5/1; v/v) to obtain 0.59 g of the title compound (brown oil). The reactants are BrC1=CC(=CC=2N=C(OC21)C2=CC=C(C=C2)OC)OC (7-bromo-5-methoxy-2-(4-methoxyphenyl)-1,3-benzoxazole), C(CCC)[Sn](C=1SC=CC1)(CCCC)CCCC (2-(tributylstannyl)thiophene). The product is OC1=CC=C(C=C1)C=1OC2=C(N1)C=C(C=C2C=2SC=CC2)O (2-(4-Hydroxyphenyl)-7-thien-2-yl-1,3-benzoxazol-5-ol), solid. Isolated yield 95.0%. RXN SMILES: Br[C:2]1[C:10]2[O:9][C:8]([C:11]3[CH:16]=[CH:15][C:14]([O:17]C)=[CH:13][CH:12]=3)=[N:7][C:6]=2[CH:5]=[C:4]([O:19]C)[CH:3]=1.C([Sn](CCCC)(CCCC)[C:26]1[S:27][CH:28]=[CH:29][CH:30]=1)CCC>>[OH:17][C:14]1[CH:13]=[CH:12][C:11]([C:8]2[O:9][C:10]3[C:2]([C:26]4[S:27][CH:28]=[CH:29][CH:30]=4)=[CH:3][C:4]([OH:19])=[CH:5][C:6]=3[N:7]=2)=[CH:16][CH:15]=1. Procedure details: The title compound was prepared according to the procedure of Example 53, Step a, from 7-bromo-5-methoxy-2-(4-methoxyphenyl)-1,3-benzoxazole and 2-(tributylstannyl)thiophene. The product was obtained as a white solid (95% yield), m.p. 95-100° C.); MS m/e338 (M+H). Reactants: alcohol, C1C(C)O1 (propylene oxide), C1(CCCCC1)[Mg]Cl (cyclohexylmagnesium chloride), C1(CCCCC1)C(C)O (1-cyclohexyl-1-ethanol), C1(CCCCC1)C(C)(C)O (2-cyclohexyl-2-propanol), C(CC)(=O)OC(CC)=O (propionic anhydride), C(C)(=O)OC(C)=O (acetic anhydride). Solvent: CC(=O)C (acetone). Yields the product C(CC)(=O)OCC(C)(C)OC(CC)C1CCCCC1 (2-(1-cyclohexylpropoxy)-2-methylpropyl propionate). As a reaction SMILES: [CH:1]1([C:7]([OH:10])([CH3:9])C)[CH2:6][CH2:5][CH2:4][CH2:3][CH2:2]1.[CH:11]1([Mg]Cl)[CH2:16][CH2:15]CCC1.[CH:19]1(C(O)C)CCCCC1.C1OC1C.C(OC(=O)C)(=O)C.[C:39]([O:43][C:44](=O)CC)(=[O:42])[CH2:40][CH3:41]>CC(C)=O>[C:39]([O:43][CH2:44][C:16]([O:10][CH:7]([CH:1]1[CH2:2][CH2:3][CH2:4][CH2:5][CH2:6]1)[CH2:9][CH3:19])([CH3:15])[CH3:11])(=[O:42])[CH2:40][CH3:41]. Procedure: The following compounds of Examples 6 and 7 were prepared analogously to the methods described under Example 1, except that the alcohol component used was 2-cyclohexyl-2-propanol, which can be prepared from cyclohexylmagnesium chloride and acetone by a Grignard reaction, instead of 1-cyclohexyl-1-ethanol. Furthermore, propylene oxide was used instead of isobutylene oxide. The esterification was carried out with acetic anhydride (Example 6) or propionic anhydride (Example 7). Thus, only the spect... Starting materials: C1CCN2[C@@H]1CNC1=C(C2=S)C=CC=C1 ((11aS)-1,2,3,10,11,11a-hexahydro-5H-pyrrolo[2,1-c][1,4]benzodiazepin-5-thione), C1(=CC=C(C=C1)C1=C(C(=O)NC2=CC=C(C(=O)O)C=C2)C=CC=C1)C (4-[[2-(4-tolyl)benzoyl]amino]benzoic acid). Product: C1(=CC=C(C=C1)C1=C(C(=O)NC2=CC=C(C(=O)N3C[C@H]4N(C(C5=C3C=CC=C5)=S)CCC4)C=C2)C=CC=C1)C ((11aS)-10-[4-[[2-(4-Tolyl) Benzoyl]Amino]Benzoyl]-1,2,3,10,11, 11a-Hexahydro-5H-Pyrrolo[2,1-c][1,4]Benzodiazepin-5-Thione). Procedure details: The same procedures used in Example 25 were repeated using (11aS)-1,2,3,10,11,11a-hexahydro-5H-pyrrolo[2,1-c][1,4]benzodiazepin-5-thione prepared in Reference Example 32 and 4-[[2-(4-tolyl)benzoyl]amino]benzoic acid to thus give the title compound. Yield 59.4%. The yield is 59.4%. Reaction SMILES: [CH2:1]1[C@H:5]2[CH2:6][NH:7][C:8]3[CH:15]=[CH:14][CH:13]=[CH:12][C:9]=3[C:10](=[S:11])[N:4]2[CH2:3][CH2:2]1.[C:16]1([CH3:40])[CH:21]=[CH:20][C:19]([C:22]2[CH:39]=[CH:38][CH:37]=[CH:36][C:23]=2[C:24]([NH:26][C:27]2[CH:35]=[CH:34][C:30]([C:31](O)=[O:32])=[CH:29][CH:28]=2)=[O:25])=[CH:18][CH:17]=1>>[C:16]1([CH3:40])[CH:17]=[CH:18][C:19]([C:22]2[CH:39]=[CH:38][CH:37]=[CH:36][C:23]=2[C:24]([NH:26][C:27]2[CH:35]=[CH:34][C:30]([C:31]([N:7]3[C:8]4[CH:15]=[CH:14][CH:13]=[CH:12][C:9]=4[C:10](=[S:11])[N:4]4[CH2:3][CH2:2][CH2:1][C@H:5]4[CH2:6]3)=[O:32])=[CH:29][CH:28]=2)=[O:25])=[CH:20][CH:21]=1.